describe an organic reaction: reactants, conditions, products, and yield From a dataset of the Open Reaction Database (ORD), a public repository of structured organic reaction records. Reactants: BrC=1C=CC(=C(C1)C1=NC2=CC=C(C=C2C=C1)C1=NC2=C(N1C1CCCCC1)C=CC(=C2)C(=O)O)O (2-[2-(5-Bromo-2-hydroxy-phenyl)-quinolin-6-yl]-1-cyclohexyl-1H-benzoimidazole-5-carboxylic acid), [OH-].[K+] (KOH), Compound 354e, C(C)(=O)C=1C(NC(N(C1)C=1C(=NC=CC1)Cl)=O)=O (5-acetyl-1-(2-chloro-pyridin-3-yl)-1H-pyrimidine-2,4-dione). Solvent: C(C)O (ethanol), C(C)O (ethanol). Yields the product ClC1=NC=CC=C1N1C(NC(C(=C1)C1=NC2=CC=C(C=C2C=C1)C1=NC2=C(N1C1CCCCC1)C=CC(=C2)C(=O)O)=O)=O (2-{2-[1-(2-chloro-pyridin-3-yl)-2,4-dioxo-1,2,3,4-tetrahydro-pyrimidin-5-yl]-quinolin-6-yl}-1-cyclohexyl-1H-benzoimidazole-5-carboxylic acid). Isolated yield 31.0%. Reaction SMILES: BrC1C=C[C:5]([OH:36])=[C:6]([C:8]2[CH:17]=[CH:16][C:15]3[C:10](=[CH:11][CH:12]=[C:13]([C:18]4[N:22]([CH:23]5[CH2:28][CH2:27][CH2:26][CH2:25][CH2:24]5)[C:21]5[CH:29]=[CH:30][C:31]([C:33]([OH:35])=[O:34])=[CH:32][C:20]=5[N:19]=4)[CH:14]=3)[N:9]=2)[CH:7]=1.C(C1C(=O)[NH:42][C:43](=[O:53])[N:44]([C:46]2[C:47]([Cl:52])=[N:48][CH:49]=[CH:50][CH:51]=2)C=1)(=O)C.[OH-].[K+]>C(O)C>[Cl:52][C:47]1[C:46]([N:44]2[CH:7]=[C:6]([C:8]3[CH:17]=[CH:16][C:15]4[C:10](=[CH:11][CH:12]=[C:13]([C:18]5[N:22]([CH:23]6[CH2:28][CH2:27][CH2:26][CH2:25][CH2:24]6)[C:21]6[CH:29]=[CH:30][C:31]([C:33]([OH:35])=[O:34])=[CH:32][C:20]=6[N:19]=5)[CH:14]=4)[N:9]=3)[C:5](=[O:36])[NH:42][C:43]2=[O:53])=[CH:51][CH:50]=[CH:49][N:48]=1 |f:2.3|. Procedure: Following the procedure and workup for Compound 354, Compound 354e (100 mg, 0.256 mmol) was reacted with 5-acetyl-1-(2-chloro-pyridin-3-yl)-1H-pyrimidine-2,4-dione (0.256 mmol) in ethanol (2 mL) using 10% w/v KOH in ethanol (506 μL, 0.64 mmol) to produce the title compound 45 mg, 31% yield). MS: 593.17 (M+H+); HPLC Procedure A, retention time=10.02 min.